From a dataset of the Open Reaction Database (ORD), a public repository of structured organic reaction records. describe an organic reaction: reactants, conditions, products, and yield The reactants are CCOC(C)=O, [H][H], [NH4+], [OH-], CCOC(=O)C=Cc1ccco1. Product: CCOC(=O)CCc1ccco1. RXN SMILES: [CH3:17][CH2:18][O:19][C:20](=[O:21])[CH3:22].[H:15][H:16].[NH4+:13].[OH-:14].[o:1]1[c:2]([CH:6]=[CH:7][C:8](=[O:9])[O:10][CH2:11][CH3:12])[cH:3][cH:4][cH:5]1>>[o:1]1[c:2]([CH2:6][CH2:7][C:8](=[O:9])[O:10][CH2:11][CH3:12])[cH:3][cH:4][cH:5]1. The product is C/C(/C#N)=C\C=1C=CC=C2C(=CNC12)C1=NC(=NC=C1)NC1CC(NC(C1)(C)C)(C)C ((E)-2-Methyl-3-{3-[2-(2,2,6,6-tetramethyl-piperidin-4-ylamino)-pyrimidin-4-yl]-1H-indol-7-yl}-acrylonitrile). Starting materials: ClC=1C=CC=C2C(=CNC12)C1=NC(=NC=C1)NC1CC(NC(C1)(C)C)(C)C ([4-(7-Chloro-1H-indol-3-yl)-pyrimidin-2-yl]-(2,2,6,6-tetramethyl-piperidin-4-yl)-amine), ( Z )-Isomer, CC(C#N)=C (2-methyl-acrylonitrile), CCCC[N+](CCCC)(CCCC)CCCC.[F-] (TBAF). Procedure details: The title compound was prepared by the general Heck procedure described in Example 256, using the SEM-protected intermediate of Example 228 and 2-methyl-acrylonitrile, followed by TBAF deprotection of the SEM group. The formation of about 20% of the (Z)-Isomer was also observed. RXN SMILES: Cl[C:2]1[CH:3]=[CH:4][CH:5]=[C:6]2[C:10]=1[NH:9][CH:8]=[C:7]2[C:11]1[CH:16]=[CH:15][N:14]=[C:13]([NH:17][CH:18]2[CH2:23][C:22]([CH3:25])([CH3:24])[NH:21][C:20]([CH3:27])([CH3:26])[CH2:19]2)[N:12]=1.[CH3:28][C:29](=[CH2:32])[C:30]#[N:31].CCCC[N+](CCCC)(CCCC)CCCC.[F-]>>[CH3:32]/[C:29](=[CH:28]\[C:2]1[CH:3]=[CH:4][CH:5]=[C:6]2[C:10]=1[NH:9][CH:8]=[C:7]2[C:11]1[CH:16]=[CH:15][N:14]=[C:13]([NH:17][CH:18]2[CH2:23][C:22]([CH3:24])([CH3:25])[NH:21][C:20]([CH3:27])([CH3:26])[CH2:19]2)[N:12]=1)/[C:30]#[N:31] |f:2.3|. Starting materials: Cl.ClC1=NC2=C(C3=NC4=CC=CC(=C4C(N31)=O)F)C=CN2S(=O)(=O)C2=CC=C(C=C2)C (5-chloro-8-fluoro-3-[(4-methylphenyl)sulfonyl]pyrrolo[2′,3′:4,5]pyrimido[6,1-b]quinazolin-7(3H)-one hydrogen chloride), Cl.NC=1C=C(C=CC1OC)NC(CN(C)C)=O (N1-[3-amino-4-(methyloxy)phenyl]-N2,N2-dimethylglycinamide hydrogen chloride), CN (MeNH2), Cl.NC=1C=C(C=CC1OC)NC(CN(C)C)=O (N1-[3-amino-4-(methyloxy)phenyl]-N2,N2-dimethylglycinamide hydrogen chloride). The solvent is C1CCOC1 (THF), FC(CO)(F)F (2,2,2-trifluoroethanol). Conditions: temperature 80 celsius, time 20 hour. Product: CN(CC(=O)NC=1C=CC(=C(C1)NC=1N=C(C2=C(N1)N(C=C2)S(=O)(=O)C2=CC=C(C=C2)C)NC2=C(C(=O)NC)C(=CC=C2)F)OC)C (2-({2-{[5-[(N,N-dimethylglycyl)amino]-2-(methyloxy)phenyl]amino}-7-[(4-methylphenyl)sulfonyl]-7H-pyrrolo[2,3-d]pyrimidin-4-yl}amino)-6-fluoro-N-methylbenzamide). Isolated yield 88.0%. As a reaction SMILES: Cl.Cl[C:3]1[N:16]2[C:7](=[N:8][C:9]3[C:14]([C:15]2=[O:17])=[C:13]([F:18])[CH:12]=[CH:11][CH:10]=3)[C:6]2[CH:19]=[CH:20][N:21]([S:22]([C:25]3[CH:30]=[CH:29][C:28]([CH3:31])=[CH:27][CH:26]=3)(=[O:24])=[O:23])[C:5]=2[N:4]=1.Cl.[NH2:33][C:34]1[CH:35]=[C:36]([NH:42][C:43](=[O:48])[CH2:44][N:45]([CH3:47])[CH3:46])[CH:37]=[CH:38][C:39]=1[O:40][CH3:41].[CH3:49][NH2:50]>C1COCC1.FC(F)(F)CO>[CH3:46][N:45]([CH3:47])[CH2:44][C:43]([NH:42][C:36]1[CH:37]=[CH:38][C:39]([O:40][CH3:41])=[C:34]([NH:33][C:3]2[N:16]=[C:7]([NH:8][C:9]3[CH:10]=[CH:11][CH:12]=[C:13]([F:18])[C:14]=3[C:15]([NH:50][CH3:49])=[O:17])[C:6]3[CH:19]=[CH:20][N:21]([S:22]([C:25]4[CH:26]=[CH:27][C:28]([CH3:31])=[CH:29][CH:30]=4)(=[O:24])=[O:23])[C:5]=3[N:4]=2)[CH:35]=1)=[O:48] |f:0.1,2.3|. Procedure: A slurry of 5-chloro-8-fluoro-3-[(4-methylphenyl)sulfonyl]pyrrolo[2′,3′:4,5]pyrimido[6,1-b]quinazolin-7(3H)-one hydrogen chloride (400 mg, 0.835 mmol) and N1-[3-amino-4-(methyloxy)phenyl]-N2,N2-dimethylglycinamide hydrogen chloride (217 mg, 0.835 mmol) in THF (15 mL) in 2,2,2-trifluoroethanol was stirred at rt. After 3 days LCMS indicated incomplete reaction, therefore more N1-[3-amino-4-(methyloxy)phenyl]-N2,N2-dimethylglycinamide hydrogen chloride (115 mg, 0.24 mmol) was added and the reaction... Reactants: COC1(CC(CC(C1)C)(C)C)OC (3,3,5-trimethyl-cylcohexanone-dimethylacetal), CC(CCC)(C)OO (1,1-dimethylbutyl hydroperoxide). Reagents/catalysts: C1(=CC=C(C=C1)S(=O)(=O)O)C (p-toluenesulfonic acid). Run in CS(=O)C (dimethyl sulfoxide). Yields the product COC1(CC(CC(C1)C)(C)C)OOC(CCC)(C)C (1-methoxy-1-(1,1-dimethylbutylperoxy)-3,3,5-trimethylcyclohexane). Yield: 92.2%. Reaction SMILES: C[O:2][C:3]1([O:12][CH3:13])[CH2:8][CH:7]([CH3:9])[CH2:6][C:5]([CH3:11])([CH3:10])[CH2:4]1.[CH3:14][C:15]([O:20]O)([CH3:19])[CH2:16][CH2:17][CH3:18]>C1(C)C=CC(S(O)(=O)=O)=CC=1.CS(C)=O>[CH3:13][O:12][C:3]1([O:2][O:20][C:15]([CH3:19])([CH3:14])[CH2:16][CH2:17][CH3:18])[CH2:8][CH:7]([CH3:9])[CH2:6][C:5]([CH3:11])([CH3:10])[CH2:4]1. Reported procedure: A mixed solution consisting of 20.7 g of dimethyl sulfoxide and 1.6 g of p-toluenesulfonic acid was kept at 20° C., to which was added dropwise another mixed solution consisting of 37.3 g of 3,3,5-trimethyl-cylcohexanone-dimethylacetal and 23.8 g of 1,1-dimethylbutyl hydroperoxide. The resulting solution had an acid concentration of 0.1 mol/kg of the solution. The solution was treated in the same manner as described in Example 1 to obtain 50.3 g (yield: 68%) of crude 1-methoxy-1-(1,1-dimethylbut... Reactants: N(=[N+]=[N-])CC=1OC2=C(N1)C=CC=C2 (2-(azidomethyl)benzoxazole). The reagents and catalysts are [Pd] (Palladium on charcoal). Run in C(C)O (ethanol). Reaction conditions: time 40 minute. Product: NCC=1OC2=C(N1)C=CC=C2 (2-(Aminomethyl)benzoxazole). As a reaction SMILES: [N:1]([CH2:4][C:5]1[O:6][C:7]2[CH:13]=[CH:12][CH:11]=[CH:10][C:8]=2[N:9]=1)=[N+]=[N-]>[Pd].C(O)C>[NH2:1][CH2:4][C:5]1[O:6][C:7]2[CH:13]=[CH:12][CH:11]=[CH:10][C:8]=2[N:9]=1. Procedure: A mixture of 8.28 g (47.5 mmol) of 2-(azidomethyl)benzoxazole (PREPARATION 5) and 0.526 g of 10% Palladium on charcoal in absolute ethanol (150 ml) is shaken under hydrogen at 36 psi for 40 min. The catalyst is then filtered off and the filtrate is concentrated. The crude product is chromatographed on silica gel (700 ml) eluting with methanol/dichloromethane (2/98), the appropriate fractions are pooled and concentrated to give the product. Crystallization from ethyl ether/hexane gives the title ... The reactants are CCN(CC)CCOCCO, O=S(Cl)Cl, c1ccccc1. Product: CCN(CC)CCOCCCl. RXN SMILES: [CH2:5]([CH3:6])[N:7]([CH2:8][CH2:9][O:10][CH2:11][CH2:12][OH:13])[CH2:14][CH3:15].[S:1]([Cl:2])([Cl:3])=[O:4].[cH:16]1[cH:17][cH:18][cH:19][cH:20][cH:21]1>>[Cl:3][CH2:12][CH2:11][O:10][CH2:9][CH2:8][N:7]([CH2:5][CH3:6])[CH2:14][CH3:15]. The reactants are C([O-])([O-])=O.[K+].[K+] (Potassium carbonate), FC1=C(C=C(C=O)C=C1)OC (4-fluoro-3-methoxybenzaldehyde), CC=1N=CNC1 (4-methylimidazole). Run in CN(C)C=O (DMF). Conditions: temperature 100 celsius, time 8 hour. Yields the product COC=1C=C(C=O)C=CC1N1C=NC(=C1)C (3-methoxy-4-(4-methyl-1H-imidazol-1-yl)benzaldehyde), COC=1C=C(C=O)C=CC1N1C=NC=C1C (3-methoxy-4-(5-methyl-1H-imidazol-1-yl)benzaldehyde). Reaction SMILES: C(=O)([O-])[O-].[K+].[K+].F[C:8]1[CH:15]=[CH:14][C:11]([CH:12]=[O:13])=[CH:10][C:9]=1[O:16][CH3:17].[CH3:18][C:19]1[N:20]=[CH:21][NH:22][CH:23]=1>CN(C=O)C>[CH3:17][O:16][C:9]1[CH:10]=[C:11]([CH:14]=[CH:15][C:8]=1[N:22]1[CH:23]=[C:19]([CH3:18])[N:20]=[CH:21]1)[CH:12]=[O:13].[CH3:17][O:16][C:9]1[CH:10]=[C:11]([CH:14]=[CH:15][C:8]=1[N:20]1[C:19]([CH3:18])=[CH:23][N:22]=[CH:21]1)[CH:12]=[O:13] |f:0.1.2|. Reported procedure: Potassium carbonate (4.05 g) was added to a DMF (50 mL) solution of 4-fluoro-3-methoxybenzaldehyde (3.00 g) and 4-methylimidazole (3.307 g), and the reaction liquid was stirred overnight at 100° C. The resultant reaction mixture was concentrated under reduced pressure, followed by adding water and ethyl acetate to the residue to separate an organic layer. The organic layer was washed with saturated saline, dried with anhydrous magnesium sulfate, and concentrated under reduced pressure. The resid... The reactants are C1NC(CC12CCCCC2)=O (2-Aza-spiro[4,5]decan-3-one), Cl (hydrochloric acid), CC(=O)C (acetone). Solvent: O (water). The product is Cl.NCC1(CCCCC1)CC(=O)O (1-aminomethyl-1-cyclohexaneacetic acid hydrochloride). RXN SMILES: [CH2:1]1[C:5]2([CH2:10][CH2:9][CH2:8][CH2:7][CH2:6]2)[CH2:4][C:3](=[O:11])[NH:2]1.[ClH:12].CC(C)=[O:15]>O>[ClH:12].[NH2:2][CH2:1][C:5]1([CH2:4][C:3]([OH:11])=[O:15])[CH2:10][CH2:9][CH2:8][CH2:7][CH2:6]1 |f:4.5|. Reported procedure: 89 g (0.581 mole) 2-Aza-spiro[4,5]decan-3-one are stirred under reflux for 4 hours with semiconcentrated hydrochloric acid. The reaction mixture is cooled to ambient temperature, diluted with water and extracted with methylene chloride for the removal of the starting material. The aqueous phase is evaporated to dryness in a vacuum and the residue obtained is mixed with acetone. Upon standing, 79.85 g, 1-aminomethyl-1-cyclohexaneacetic acid hydrochloride (64.7% of theory) crystallize out; content...